Dataset: the Open Reaction Database (ORD), a public repository of structured organic reaction records. Task: describe an organic reaction: reactants, conditions, products, and yield Starting materials: Cl.C1(CC1)N(C(C1=CC=C(C=C1)C1=CN=CO1)=O)C1CCNCC1 (N-cyclopropyl-4-oxazol-5-yl-N-piperidin-4-yl-benzamide hydrochloride), ClC=1C(=NC=C(N1)C)C (3-chloro-2,5-dimethyl-pyrazine). The solvent is CN1C(CCC1)=O (N-methylpyrrolidinone). Yields the product C1(CC1)N(C(C1=CC=C(C=C1)C1=CN=CO1)=O)C1CCN(CC1)C1=NC(=CN=C1C)C (N-Cyclopropyl-N-[1-(3,6-dimethyl-pyrazin-2-yl)-piperidin-4-yl]-4-oxazol-5-yl-benzamide). RXN SMILES: Cl.[CH:2]1([N:5]([CH:19]2[CH2:24][CH2:23][NH:22][CH2:21][CH2:20]2)[C:6](=[O:18])[C:7]2[CH:12]=[CH:11][C:10]([C:13]3[O:17][CH:16]=[N:15][CH:14]=3)=[CH:9][CH:8]=2)[CH2:4][CH2:3]1.Cl[C:26]1[C:27]([CH3:33])=[N:28][CH:29]=[C:30]([CH3:32])[N:31]=1>CN1CCCC1=O>[CH:2]1([N:5]([CH:19]2[CH2:24][CH2:23][N:22]([C:29]3[C:30]([CH3:32])=[N:31][CH:26]=[C:27]([CH3:33])[N:28]=3)[CH2:21][CH2:20]2)[C:6](=[O:18])[C:7]2[CH:8]=[CH:9][C:10]([C:13]3[O:17][CH:16]=[N:15][CH:14]=3)=[CH:11][CH:12]=2)[CH2:4][CH2:3]1 |f:0.1|. Procedure details: The title compound is prepared from N-cyclopropyl-4-oxazol-5-yl-N-piperidin-4-yl-benzamide hydrochloride and 3-chloro-2,5-dimethyl-pyrazine following a procedure analogous to that described in Example 19 using N-methylpyrrolidinone as solvent. LC (method 16): tR=0.44 min; Mass spectrum (ESI+): m/z=418 [M+H]+.